From a dataset of the Open Reaction Database (ORD), a public repository of structured organic reaction records. describe an organic reaction: reactants, conditions, products, and yield Reactants: C(=O)(OC)C=1C=C(CON=C2C(=C(C2(C)C)C2=CC=C(C=C2)S(=O)(=O)C)C2=CC=CC=C2)C=CC1 (4,4-Dimethyl-3-(4-methylsulfonylphenyl)-2-phenyl-2-cyclobuten-1-one (3-carbomethoxy)benzyl oxime), [Li+].[OH-] (LiOH). Solvent: C1CCOC1 (THF), CO (MeOH), CCOC(=O)C (EtOAc), Cl (HCl). Product: C(=O)(O)C=1C=C(CON=C2C(=C(C2(C)C)C2=CC=C(C=C2)S(=O)(=O)C)C2=CC=CC=C2)C=CC1 (4,4-Dimethyl-3-(4-methylsulfonylphenyl)-2-phenyl-2-cyclobuten-1-one (3-carboxy)benzyl oxime). Reaction SMILES: [C:1]([C:5]1[CH:6]=[C:7]([CH:33]=[CH:34][CH:35]=1)[CH2:8][O:9][N:10]=[C:11]1[C:14]([CH3:16])([CH3:15])[C:13]([C:17]2[CH:22]=[CH:21][C:20]([S:23]([CH3:26])(=[O:25])=[O:24])=[CH:19][CH:18]=2)=[C:12]1[C:27]1[CH:32]=[CH:31][CH:30]=[CH:29][CH:28]=1)([O:3]C)=[O:2].[Li+].[OH-]>C1COCC1.CO.CCOC(C)=O.Cl>[C:1]([C:5]1[CH:6]=[C:7]([CH:33]=[CH:34][CH:35]=1)[CH2:8][O:9][N:10]=[C:11]1[C:14]([CH3:15])([CH3:16])[C:13]([C:17]2[CH:22]=[CH:21][C:20]([S:23]([CH3:26])(=[O:25])=[O:24])=[CH:19][CH:18]=2)=[C:12]1[C:27]1[CH:28]=[CH:29][CH:30]=[CH:31][CH:32]=1)([OH:3])=[O:2] |f:1.2|. Procedure: A solution of methyl ester from Example 52 (90 mg) in THF (2 mL) and MeOH (1 mL) was treated with LiOH (2N, 276 μL ). The mixture was heated at reflux for 18 hr, cooled to r.t. and diluted with EtOAc and HCl 1N. The organic phase was washed with brine, dried (MgSO4) and the solvent evaporated to give the title compound as white foam; 1H NMR (300 MHz, Ace-d6): δ 1.64 (s,6H), 3.17 (s, 3H), 5.26 (s, 2H), 7.39 (m, 3H), 7.51 (t, 1H), 7.70 (m, 3H),7.86 (d, 2H), 8.0 (m, 3H), 8.15 (br s, 1H). Starting materials: C(C1=CC=CC=C1)OC(=O)[C@@H]1CC[C@@H](CC1)NC(=O)C=1C(=NC=C(C1)F)Cl (cis-4-[(2-Chloro-5-fluoro-pyridine-3-carbonyl)-amino]-cyclohexanecarboxylic acid benzyl ester), CSC=1C=C(C=CC1)O (3-methylsulfanylphenol), C([O-])([O-])=O.[Cs+].[Cs+] (caesium carbonate). Run in CN(C=O)C (dimethylformamide). Run at temperature 65 celsius, time 18 hour. The product is C(C1=CC=CC=C1)OC(=O)[C@@H]1CC[C@@H](CC1)NC(=O)C=1C(=NC=C(C1)F)OC1=CC(=CC=C1)SC (cis-4-{[5-Fluoro-2-(3-methylsulfanyl-phenoxy)-pyridine-3-carbonyl]-amino}-cyclohexanecarboxylic acid benzyl ester). The yield is 73.5%. As a reaction SMILES: [CH2:1]([O:8][C:9]([C@H:11]1[CH2:16][CH2:15][C@@H:14]([NH:17][C:18]([C:20]2[C:21](Cl)=[N:22][CH:23]=[C:24]([F:26])[CH:25]=2)=[O:19])[CH2:13][CH2:12]1)=[O:10])[C:2]1[CH:7]=[CH:6][CH:5]=[CH:4][CH:3]=1.[CH3:28][S:29][C:30]1[CH:31]=[C:32]([OH:36])[CH:33]=[CH:34][CH:35]=1.C(=O)([O-])[O-].[Cs+].[Cs+]>CN(C)C=O>[CH2:1]([O:8][C:9]([C@H:11]1[CH2:16][CH2:15][C@@H:14]([NH:17][C:18]([C:20]2[C:21]([O:36][C:32]3[CH:33]=[CH:34][CH:35]=[C:30]([S:29][CH3:28])[CH:31]=3)=[N:22][CH:23]=[C:24]([F:26])[CH:25]=2)=[O:19])[CH2:13][CH2:12]1)=[O:10])[C:2]1[CH:7]=[CH:6][CH:5]=[CH:4][CH:3]=1 |f:2.3.4|. Procedure details: cis-4-[(2-Chloro-5-fluoro-pyridine-3-carbonyl)-amino]-cyclohexanecarboxylic acid benzyl ester (2.14 g, 5.5 mmol), 3-methylsulfanylphenol (844 mg, 6.02 mmol) and caesium carbonate (2.67 g, 8.21 mmol) were suspended in dimethylformamide (50 ml) and the reaction was heated to 65° C. and stirred at this temperature under nitrogen for 18 h. The reaction was cooled to room temperature, concentrated under reduced pressure and the residue was diluted with water (50 ml). It was then extracted with ethyl ... Starting materials: C(C1=CC=CC=C1)OC1=C(C2=C(N=C(S2)Br)C=C1OC)OC (6-benzyloxy-2-bromo-5,7-dimethoxybenzothiazole), NCC=1C=NC=CC1 (3-aminomethylpyridine). Solvent: O (water). Conditions: temperature 120 celsius, time 4 hour. Product: C(C1=CC=CC=C1)OC1=C(C2=C(N=C(S2)NCC=2C=NC=CC2)C=C1OC)OC (6-Benzyloxy-5,7-dimethoxy-2-(3-pyridylmethyl)aminobenzothiazole). Isolated yield 88.4%. As a reaction SMILES: [CH2:1]([O:8][C:9]1[C:18]([O:19][CH3:20])=[CH:17][C:12]2[N:13]=[C:14](Br)[S:15][C:11]=2[C:10]=1[O:21][CH3:22])[C:2]1[CH:7]=[CH:6][CH:5]=[CH:4][CH:3]=1.[NH2:23][CH2:24][C:25]1[CH:26]=[N:27][CH:28]=[CH:29][CH:30]=1>O>[CH2:1]([O:8][C:9]1[C:18]([O:19][CH3:20])=[CH:17][C:12]2[N:13]=[C:14]([NH:23][CH2:24][C:25]3[CH:26]=[N:27][CH:28]=[CH:29][CH:30]=3)[S:15][C:11]=2[C:10]=1[O:21][CH3:22])[C:2]1[CH:7]=[CH:6][CH:5]=[CH:4][CH:3]=1. Reported procedure: A mixture of 0.38 g of 6-benzyloxy-2-bromo-5,7-dimethoxybenzothiazole and 0.32 g of 3-aminomethylpyridine was heated and stirred at 120° C. for 4 hours. After adding water, the mixture was extracted with ethyl acetate and the organic layer was dried over magnesium sulfate. After distilling off the solvent, the obtained crude product was crystallized from ether. Thus 0.36 g of the title compound was obtained. Starting materials: O=C([O-])[O-], CS(=O)(=O)OCCCCc1ccc(OCc2ccccc2)cc1, CN(C)C=O, [K+], [K+], O, c1c[nH]cn1. Product: c1ccc(COc2ccc(CCCCn3ccnc3)cc2)cc1. Reaction SMILES: [C:29](=[O:30])([O-:31])[O-:32].[CH3:1][S:2]([O:3][CH2:6][CH2:7][CH2:8][CH2:9][c:10]1[cH:11][cH:12][c:13]([O:16][CH2:17][c:18]2[cH:19][cH:20][cH:21][cH:22][cH:23]2)[cH:14][cH:15]1)(=[O:4])=[O:5].[CH3:35][N:36]([CH3:37])[CH:38]=[O:39].[K+:33].[K+:34].[OH2:40].[nH:24]1[cH:25][n:26][cH:27][cH:28]1>>[CH2:6]([CH2:7][CH2:8][CH2:9][c:10]1[cH:11][cH:12][c:13]([O:16][CH2:17][c:18]2[cH:19][cH:20][cH:21][cH:22][cH:23]2)[cH:14][cH:15]1)[n:24]1[cH:25][n:26][cH:27][cH:28]1. Reactants: CC(CCC(=O)O)C1CCC2C3CCC4CC(=O)CCC4(C)C3CCC12C, C1CCOC1. The product is CC(CCC(=O)O)C1CCC2C3CCC4CC(O)CCC4(C)C3CCC12C. Reaction SMILES: [O:1]=[C:2]1[CH2:3][CH:4]2[CH2:5][CH2:6][CH:7]3[CH:8]4[CH2:9][CH2:10][CH:11]([CH:12]([CH2:13][CH2:14][C:15](=[O:16])[OH:17])[CH3:18])[C:19]4([CH3:27])[CH2:20][CH2:21][CH:22]3[C:23]2([CH3:26])[CH2:24][CH2:25]1.[O:28]1[CH2:29][CH2:30][CH2:31][CH2:32]1>>[OH:1][CH:2]1[CH2:3][CH:4]2[CH2:5][CH2:6][CH:7]3[CH:8]4[CH2:9][CH2:10][CH:11]([CH:12]([CH2:13][CH2:14][C:15](=[O:16])[OH:17])[CH3:18])[C:19]4([CH3:27])[CH2:20][CH2:21][CH:22]3[C:23]2([CH3:26])[CH2:24][CH2:25]1.